From a dataset of the Open Reaction Database (ORD), a public repository of structured organic reaction records. describe an organic reaction: reactants, conditions, products, and yield Starting materials: O(C1=CC=CC=C1)C(=O)N[C@@H](C(C)C)C(=O)O (N-phenoxycarbonyl-L-Valine), CNCC=1N=C(SC1)C(C)C (N-methyl-N-((2-isopropyl-4-thiazolyl)methyl)amine), [H-].[Ca+2].[H-] (calcium hydride). Solvent: C1CCOC1 (THF), C1CCOC1 (THF), C1CCOC1 (THF). Conditions: temperature 20 celsius, time 2 hour. Product: CN(CC=1N=C(SC1)C(C)C)C(=O)N[C@@H](C(C)C)C(=O)O (N-((N-Methyl-N-((2-isopropyl-4-thiazolyl)methyl)amino)carbonyl)-L-Valine). As a reaction SMILES: [H-].[Ca+2].[H-].[CH3:4][NH:5][CH2:6][C:7]1[N:8]=[C:9]([CH:12]([CH3:14])[CH3:13])[S:10][CH:11]=1.[O:15]([C:22]([NH:24][C@H:25]([C:29]([OH:31])=[O:30])[CH:26]([CH3:28])[CH3:27])=O)C1C=CC=CC=1>C1COCC1>[CH3:4][N:5]([C:22]([NH:24][C@H:25]([C:29]([OH:31])=[O:30])[CH:26]([CH3:28])[CH3:27])=[O:15])[CH2:6][C:7]1[N:8]=[C:9]([CH:12]([CH3:14])[CH3:13])[S:10][CH:11]=1 |f:0.1.2|. Reported procedure: To a suspension of calcium hydride (o.98 g, 23.2 mmol) in THF (25 mL) at 0° C. to 5° C. was added 3.94 g (23.1 mmol) of N-methyl-N-((2-isopropyl-4-thiazolyl)methyl)amine. To this was added a solution of N-phenoxycarbonyl-L-Valine (5.0 g, 21.1 mmol) in 20 mL of THF. Following a 5 mL THF rinse, 4.0 mL of water was added, and the reaction mixture was allowed to warm to 20° C. with stirring. After 2 hours, HPLC analysis (t=12.6 min; HPLC conditions: 65% 0.03M KH2PO4 buffer/35% acetonitrile; pH=4; 5μ... Reactants: CCOP(=O)(Cc1cccc(Oc2ccc(C(F)(F)F)cn2)c1)OCC, CC(C)(C)OC(=O)N1CCC(=O)CC1, C1CCOC1, O=[PH]([O-])[O-]. The product is CC(C)(C)OC(=O)N1CCC(=Cc2cccc(Oc3ccc(C(F)(F)F)cn3)c2)CC1. RXN SMILES: [CH2:1]([O:2][P:3](=[O:4])([O:5][CH2:6][CH3:7])[CH2:9][c:10]1[cH:11][c:12]([O:16][c:17]2[n:18][cH:19][c:20]([C:23]([F:24])([F:25])[F:26])[cH:21][cH:22]2)[cH:13][cH:14][cH:15]1)[CH3:8].[O:27]=[C:28]1[CH2:29][CH2:30][N:31]([C:34](=[O:35])[O:36][C:37]([CH3:38])([CH3:39])[CH3:40])[CH2:32][CH2:33]1.[O:45]1[CH2:46][CH2:47][CH2:48][CH2:49]1.[PH:41](=[O:42])([O-:43])[O-:44]>>[CH:9]([c:10]1[cH:11][c:12]([O:16][c:17]2[n:18][cH:19][c:20]([C:23]([F:24])([F:25])[F:26])[cH:21][cH:22]2)[cH:13][cH:14][cH:15]1)=[C:28]1[CH2:29][CH2:30][N:31]([C:34](=[O:35])[O:36][C:37]([CH3:38])([CH3:39])[CH3:40])[CH2:32][CH2:33]1. Reactants: CO, CC(=O)OCc1nc([N+](=O)[O-])c(C#N)n1C, N. Product: Cn1c(CO)nc([N+](=O)[O-])c1C#N. RXN SMILES: [CH3:18][OH:19].[CH3:1][n:2]1[c:3]([CH2:12][O:13][C:14](=[O:15])[CH3:16])[n:4][c:5]([N+:9](=[O:10])[O-:11])[c:6]1[C:7]#[N:8].[NH3:17]>>[CH3:1][n:2]1[c:3]([CH2:12][OH:13])[n:4][c:5]([N+:9](=[O:10])[O-:11])[c:6]1[C:7]#[N:8].